This data is from the Open Reaction Database (ORD), a public repository of structured organic reaction records. The task is: describe an organic reaction: reactants, conditions, products, and yield Yields the product CN(C1=CC=C(C=C1)CCOC1=CC=C(C=C1)CC(C(=O)O)OCC)C (3-{4-[2-(4-dimethylaminophenyl)ethoxy]phenyl}-2-ethoxypropanoic acid). Conditions: time 3 hour. The reactants are C(C)OC(C(CC1=CC=C(C=C1)OCCC1=CC=C(C=C1)N(C)C)OCC)=O (3-{4-[2-(4-dimethylaminophenyl)ethoxy]phenyl}-2-ethoxypropanoic acid ethyl ester), O.[OH-].[Li+] (Lithium hydroxide hydrate), Cl (hydrochloric acid). Yield: 83.9%. The solvent is O1CCCC1 (tetrahydrofuran), O (water). Reported procedure: Lithium hydroxide hydrate (38 mg; 0.90 mmole) dissolved in water (2 ml) was added to a solution of 3-{4-[2-(4-dimethylaminophenyl)ethoxy]phenyl}-2-ethoxypropanoic acid ethyl ester (described in Example 99) (232 mg; 0.60 mmole) in tetrahydrofuran (6 ml). The reaction mixture was stirred at room temperature for 3 hours. The reaction mixture was acidified with hydrochloric acid (2 M) to pH 5. Tetrahydrofuran was evaporated in vacuo, water (5 ml) was added and the mixture was extracted with ethyl ac... RXN SMILES: O.[OH-].[Li+].C([O:6][C:7](=[O:31])[CH:8]([O:28][CH2:29][CH3:30])[CH2:9][C:10]1[CH:15]=[CH:14][C:13]([O:16][CH2:17][CH2:18][C:19]2[CH:24]=[CH:23][C:22]([N:25]([CH3:27])[CH3:26])=[CH:21][CH:20]=2)=[CH:12][CH:11]=1)C.Cl>O.O1CCCC1>[CH3:27][N:25]([CH3:26])[C:22]1[CH:23]=[CH:24][C:19]([CH2:18][CH2:17][O:16][C:13]2[CH:14]=[CH:15][C:10]([CH2:9][CH:8]([O:28][CH2:29][CH3:30])[C:7]([OH:31])=[O:6])=[CH:11][CH:12]=2)=[CH:20][CH:21]=1 |f:0.1.2|. Reactants: C(C)(=O)C=1C=C(C=CC1)/C=C/C(=O)OCC (ethyl (E)-3-(3-acetylphenyl)acrylate), BrBr (bromine). Run in C(C)O (ethanol), O1CCOCC1 (dioxane). Reaction conditions: time 1 hour. Product: BrCC(=O)C=1C=C(C=CC1)/C=C/C(=O)OCC (ethyl (E)-3-[3-(2-bromoacetyl)phenyl]acrylate). RXN SMILES: [C:1]([C:4]1[CH:5]=[C:6](/[CH:10]=[CH:11]/[C:12]([O:14][CH2:15][CH3:16])=[O:13])[CH:7]=[CH:8][CH:9]=1)(=[O:3])[CH3:2].[Br:17]Br>C(O)C.O1CCOCC1>[Br:17][CH2:2][C:1]([C:4]1[CH:5]=[C:6](/[CH:10]=[CH:11]/[C:12]([O:14][CH2:15][CH3:16])=[O:13])[CH:7]=[CH:8][CH:9]=1)=[O:3]. Procedure details: 10.9 g of ethyl (E)-3-(3-acetylphenyl)acrylate was dissolved in 50 ml of ethanol and 5 ml of dioxane. To the solution was dropwise added 8.8 g of bromine in 2 hours at 15° to 20° C. The mixture was stirred for 1 hour at the same temperature. The solvent was removed by distillation under reduced pressure to obtain ethyl (E)-3-[3-(2-bromoacetyl)phenyl]acrylate. Reactants: ClC=1C=C(C=C(C1C1CCCCC1)Cl)CCC(=O)OCC (ethyl β-(3,5-dichloro-4-cyclohexylphenyl)propionate), P(Cl)(Cl)(Cl)(Cl)Cl (phosphorous pentachloride), ice. Run in C1=CC=CC=C1 (benzene). Conditions: time 20 hour. Product: ClC(C(=O)OCC)CC1=CC(=C(C(=C1)Cl)C1CCCCC1)Cl (Ethyl α-chloro-β-(3,5-dichloro-4-cyclohexylphenyl)propionate). RXN SMILES: [Cl:1][C:2]1[CH:3]=[C:4]([CH2:15][CH2:16][C:17]([O:19][CH2:20][CH3:21])=[O:18])[CH:5]=[C:6]([Cl:14])[C:7]=1[CH:8]1[CH2:13][CH2:12][CH2:11][CH2:10][CH2:9]1.P(Cl)(Cl)(Cl)(Cl)[Cl:23]>C1C=CC=CC=1>[Cl:23][CH:16]([CH2:15][C:4]1[CH:3]=[C:2]([Cl:1])[C:7]([CH:8]2[CH2:13][CH2:12][CH2:11][CH2:10][CH2:9]2)=[C:6]([Cl:14])[CH:5]=1)[C:17]([O:19][CH2:20][CH3:21])=[O:18]. Procedure details: To a mixture of 23.8 g. (0.077 moles) of ethyl β-(3,5-dichloro-4-cyclohexylphenyl)propionate in 35 ml. of benzene is added 19.2 g. (0.092 moles) of phosphorous pentachloride in small portions over 11/2 hours. The mixture is stirred for 20 hours and then poured into an ice-cold mixture. The reaction mixture is extracted with petroleum ether which is then washed with cold 10% sodium bicarbonate solution followed by water. On drying, the mixture is evaporated in vacuo to ethyl α-chloro-β-(3,5-dichl... Reported procedure: To a 10 mL microwave reaction tube was added (4-chloro-2-(2-isopropoxy-4-(1-(2-methoxyethyl)piperidin-4-yl)-5-methylphenylamino)-6-(2-(isopropylsulfonyl)phenylamino)pyrimidin-5-yl)(phenyl)methanone (0.0548 mmol), THF (4 mL) and H2NNH2 (0.4 mL). The resulting mixture was stirred at 120° C. for 30 minutes by using a microwave machine. The reaction solution was concentrated in vacuo and the residue was purified by reverse phase HPLC to afford N6-(2-isopropoxy-4-(1-(2-methoxyethyl)piperidin-4-yl)-5-... Run in C1CCOC1 (THF). The reactants are ClC1=NC(=NC(=C1C(=O)C1=CC=CC=C1)NC1=C(C=CC=C1)S(=O)(=O)C(C)C)NC1=C(C=C(C(=C1)C)C1CCN(CC1)CCOC)OC(C)C ((4-chloro-2-(2-isopropoxy-4-(1-(2-methoxyethyl)piperidin-4-yl)-5-methylphenylamino)-6-(2-(isopropylsulfonyl)phenylamino)pyrimidin-5-yl)(phenyl)methanone), NN (H2NNH2). Reaction conditions: temperature 120 celsius, time 30 minute. Reaction SMILES: Cl[C:2]1[C:7]([C:8]([C:10]2[CH:15]=[CH:14][CH:13]=[CH:12][CH:11]=2)=O)=[C:6]([NH:16][C:17]2[CH:22]=[CH:21][CH:20]=[CH:19][C:18]=2[S:23]([CH:26]([CH3:28])[CH3:27])(=[O:25])=[O:24])[N:5]=[C:4]([NH:29][C:30]2[CH:35]=[C:34]([CH3:36])[C:33]([CH:37]3[CH2:42][CH2:41][N:40]([CH2:43][CH2:44][O:45][CH3:46])[CH2:39][CH2:38]3)=[CH:32][C:31]=2[O:47][CH:48]([CH3:50])[CH3:49])[N:3]=1.[NH2:51][NH2:52]>C1COCC1>[CH:48]([O:47][C:31]1[CH:32]=[C:33]([CH:37]2[CH2:42][CH2:41][N:40]([CH2:43][CH2:44][O:45][CH3:46])[CH2:39][CH2:38]2)[C:34]([CH3:36])=[CH:35][C:30]=1[NH:29][C:4]1[N:3]=[C:2]2[NH:51][N:52]=[C:8]([C:10]3[CH:11]=[CH:12][CH:13]=[CH:14][CH:15]=3)[C:7]2=[C:6]([NH:16][C:17]2[CH:22]=[CH:21][CH:20]=[CH:19][C:18]=2[S:23]([CH:26]([CH3:28])[CH3:27])(=[O:24])=[O:25])[N:5]=1)([CH3:50])[CH3:49]. Yields the product C(C)(C)OC1=C(C=C(C(=C1)C1CCN(CC1)CCOC)C)NC1=NC(=C2C(=N1)NN=C2C2=CC=CC=C2)NC2=C(C=CC=C2)S(=O)(=O)C(C)C (N6-(2-isopropoxy-4-(1-(2-methoxyethyl)piperidin-4-yl)-5-methylphenyl)-N4-(2-(isopropylsulfonyl)phenyl)-3-phenyl-1H-pyrazolo[3,4-d]pyrimidine-4,6-diamine).